From a dataset of the Open Reaction Database (ORD), a public repository of structured organic reaction records. describe an organic reaction: reactants, conditions, products, and yield Reactants: CCOC(CCOC(=O)c1ccccc1)OCC, Cl, C1CCOC1, O. Product: O=CCCOC(=O)c1ccccc1. RXN SMILES: [C:1]([c:2]1[cH:3][cH:4][cH:5][cH:6][cH:7]1)(=[O:8])[O:9][CH2:10][CH2:11][CH:12]([O:13][CH2:17][CH3:18])[O:14][CH2:15][CH3:16].[ClH:19].[O:21]1[CH2:22][CH2:23][CH2:24][CH2:25]1.[OH2:20]>>[C:1]([c:2]1[cH:3][cH:4][cH:5][cH:6][cH:7]1)(=[O:8])[O:9][CH2:10][CH2:11][CH:12]=[O:13]. Starting materials: N1=C(N=CC=C1)N1CCNCC1 (1-(2-pyrimidinyl)piperazine), ClCCCCCCl (1,5-dichloropentane), C([O-])([O-])=O.[Na+].[Na+] (sodium carbonate). Run in C(C)(C)O (isopropanol). The product is [Cl-].N1=C(N=CC=C1)N1CC[N+]2(CC1)CCCCC2 (3-(2-Pyrimidinyl)-3-aza-6-azoniaspiro[5.5]undecane Chloride). RXN SMILES: [N:1]1[CH:6]=[CH:5][CH:4]=[N:3][C:2]=1[N:7]1[CH2:12][CH2:11][NH:10][CH2:9][CH2:8]1.[Cl:13][CH2:14][CH2:15][CH2:16][CH2:17][CH2:18]Cl.C(=O)([O-])[O-].[Na+].[Na+]>C(O)(C)C>[Cl-:13].[N:1]1[CH:6]=[CH:5][CH:4]=[N:3][C:2]=1[N:7]1[CH2:12][CH2:11][N+:10]2([CH2:18][CH2:17][CH2:16][CH2:15][CH2:14]2)[CH2:9][CH2:8]1 |f:2.3.4,6.7|. Reported procedure: Reaction of 1-(2-pyrimidinyl)piperazine (16.4 g., 0.1 mole), 1,5-dichloropentane (28.2 g., 0.2 mole) and sodium carbonate (21.2 g., 0.2 mole) in 300 ml. of isopropanol according to the procedure of Example 2 affords the title compound. Starting materials: CCN(CCc1cc(Br)ccc1OCc1ccccc1)c1ccc(C(=O)OC(C)(C)C)cn1, ClCCl, O=C(O)C(F)(F)F. The product is CCN(CCc1cc(Br)ccc1OCc1ccccc1)c1ccc(C(=O)O)cn1. As a reaction SMILES: [CH2:1]([c:2]1[cH:3][cH:4][cH:5][cH:6][cH:7]1)[O:8][c:9]1[c:10]([CH2:11][CH2:12][N:13]([CH2:14][CH3:15])[c:16]2[n:17][cH:18][c:19]([C:22](=[O:23])[O:24][C:25]([CH3:26])([CH3:27])[CH3:28])[cH:20][cH:21]2)[cH:29][c:30]([Br:33])[cH:31][cH:32]1.[Cl:41][CH2:42][Cl:43].[OH:34][C:35]([C:36]([F:37])([F:38])[F:39])=[O:40]>>[CH2:1]([c:2]1[cH:3][cH:4][cH:5][cH:6][cH:7]1)[O:8][c:9]1[c:10]([CH2:11][CH2:12][N:13]([CH2:14][CH3:15])[c:16]2[n:17][cH:18][c:19]([C:22](=[O:23])[OH:24])[cH:20][cH:21]2)[cH:29][c:30]([Br:33])[cH:31][cH:32]1. Reactants: CCO, [H][H], CCCCCC(C(=O)OCC)c1ccc([N+](=O)[O-])cc1. Yields the product CCCCCC(C(=O)OCC)c1ccc(N)cc1. As a reaction SMILES: [CH3:23][CH2:24][OH:25].[H:21][H:22].[N+:1]([O-:2])(=[O:3])[c:4]1[cH:5][cH:6][c:7]([CH:10]([C:11](=[O:12])[O:13][CH2:14][CH3:15])[CH2:16][CH2:17][CH2:18][CH2:19][CH3:20])[cH:8][cH:9]1>>[NH2:1][c:4]1[cH:5][cH:6][c:7]([CH:10]([C:11](=[O:12])[O:13][CH2:14][CH3:15])[CH2:16][CH2:17][CH2:18][CH2:19][CH3:20])[cH:8][cH:9]1. Starting materials: C([O-])([O-])=O.[Cs+].[Cs+] (Cesium carbonate), Cl (HCl), OC1=C(C=C(C=C1I)C(C(=O)C1=CC(=C(C(=C1)I)O)I)=O)I (1,2-bis-(4-hydroxy-3,5-diiodophenyl)-ethane-1,2-dione), BrCC(=O)OCC1=CC=CC=C1 (benzyl 2-bromoacetate). Run in CN(C)C=O (DMF), C(Cl)(Cl)Cl (chloroform). Reaction conditions: time 16 hour. Product: C(C1=CC=CC=C1)OC(COC1=C(C=C(C=C1I)C(C(=O)C1=CC(=C(C(=C1)I)O)I)=O)I)=O ({4-[(4-Hydroxy-3,5-diiodophenyl)-oxo-acetyl]-2,6-diiodo-phenoxy}-acetic Acid Benzyl Ester). Isolated yield 14.4%. Reaction SMILES: C(=O)([O-])[O-].[Cs+].[Cs+].[OH:7][C:8]1[C:13]([I:14])=[CH:12][C:11]([C:15](=[O:27])[C:16]([C:18]2[CH:23]=[C:22]([I:24])[C:21]([OH:25])=[C:20]([I:26])[CH:19]=2)=[O:17])=[CH:10][C:9]=1[I:28].Br[CH2:30][C:31]([O:33][CH2:34][C:35]1[CH:40]=[CH:39][CH:38]=[CH:37][CH:36]=1)=[O:32].Cl>CN(C=O)C.C(Cl)(Cl)Cl>[CH2:34]([O:33][C:31](=[O:32])[CH2:30][O:7][C:8]1[C:9]([I:28])=[CH:10][C:11]([C:15](=[O:27])[C:16]([C:18]2[CH:19]=[C:20]([I:26])[C:21]([OH:25])=[C:22]([I:24])[CH:23]=2)=[O:17])=[CH:12][C:13]=1[I:14])[C:35]1[CH:40]=[CH:39][CH:38]=[CH:37][CH:36]=1 |f:0.1.2|. Procedure details: Cesium carbonate (1.30 g, 4.0 mmol) was suspended in a solution of 1,2-bis-(4-hydroxy-3,5-diiodophenyl)-ethane-1,2-dione (as prepared in Example 15, 1.49 g, 2.0 mmol) and benzyl 2-bromoacetate (0.46 g, 2.0 mmol) in 8 mL DMF. The mixture was stirred at RT for 16 hours and was poured into 1 M HCl. The resulting precipitate was isolated by filtration, then was dissolved in hot chloroform and filtered through Celite. The solvent was removed by rotary evaporation, and the crude material was purified ... As a reaction SMILES: [C:1]1([C:7]2[C:13]3[CH:14]=[C:15]([Cl:18])[CH:16]=[CH:17][C:12]=3[N:11]3[C:19]([CH2:22][OH:23])=[N:20][N:21]=[C:10]3[CH2:9][N:8]=2)[CH:6]=[CH:5][CH:4]=[CH:3][CH:2]=1>[O-2].[O-2].[Mn+4].C1C=CC=CC=1>[C:1]1([C:7]2[C:13]3[CH:14]=[C:15]([Cl:18])[CH:16]=[CH:17][C:12]=3[N:11]3[C:19]([CH:22]=[O:23])=[N:20][N:21]=[C:10]3[CH2:9][N:8]=2)[CH:2]=[CH:3][CH:4]=[CH:5][CH:6]=1 |f:1.2.3|. Reagents/catalysts: [O-2].[O-2].[Mn+4] (manganese dioxide). Run in C1=CC=CC=C1 (benzene). Procedure details: A mixture of 1.3 g of 6-phenyl-8-chloro-4H-s-triazolo [4,3-a][1,4]benzodiazepine-1-methanol [cp., e.g. German `Offenlegungsschrift` No. 2,156,472, Belgian Pat. No. 775,558] , 3.4 g of manganese dioxide and 80 ml of benzene is refluxed for 2 hours. The reaction mixture is then filtered through a layer of silica gel, and the filtrate concentrated by evaporation. The residue is chromatographed through silica gel (Merck, 0.063 - 0.2 mm particle size) with various ethyl acetate/ethanol mixtures of in... Reactants: C1(=CC=CC=C1)C1=NCC=2N(C3=C1C=C(C=C3)Cl)C(=NN2)CO (6-phenyl-8-chloro-4H-s-triazolo [4,3-a][1,4]benzodiazepine-1-methanol), C1(=CC=CC=C1)C1=NCC=2N(C3=C1C=C(C=C3)Cl)C(=NN2)CO (cp.). Product: C1(=CC=CC=C1)C1=NCC=2N(C3=C1C=C(C=C3)Cl)C(=NN2)C=O (6-phenyl-8-chloro-4H-s-triazolo[4,3-a] [1,4]benzodiazepine-1-carboxaldehyde).